Dataset: the Open Reaction Database (ORD), a public repository of structured organic reaction records. Task: describe an organic reaction: reactants, conditions, products, and yield Reactants: CS(=O)(=O)O, CCO, COc1cc(N2CCC(O)CC2)ccc1-c1nc2c(c(C3CCCCC3)nn2C)c(=O)[nH]1. Product: CS(=O)(=O)O, COc1cc(N2CCC(O)CC2)ccc1-c1nc2c(c(C3CCCCC3)nn2C)c(=O)[nH]1. Reaction SMILES: [CH3:33][S:34]([OH:35])(=[O:36])=[O:37].[CH3:38][CH2:39][OH:40].[CH:1]1([c:7]2[n:8][n:9]([CH3:32])[c:10]3[n:11][c:12](-[c:17]4[c:18]([O:30][CH3:31])[cH:19][c:20]([N:23]5[CH2:24][CH2:25][CH:26]([OH:29])[CH2:27][CH2:28]5)[cH:21][cH:22]4)[nH:13][c:14](=[O:16])[c:15]23)[CH2:2][CH2:3][CH2:4][CH2:5][CH2:6]1>>[CH3:33][S:34](=[O:35])(=[O:36])[OH:37].[CH:1]1([c:7]2[n:8][n:9]([CH3:32])[c:10]3[n:11][c:12](-[c:17]4[c:18]([O:30][CH3:31])[cH:19][c:20]([N:23]5[CH2:24][CH2:25][CH:26]([OH:29])[CH2:27][CH2:28]5)[cH:21][cH:22]4)[nH:13][c:14](=[O:16])[c:15]23)[CH2:2][CH2:3][CH2:4][CH2:5][CH2:6]1. The solvent is C(Cl)Cl (DCM). The reactants are C1(=CC=CC=C1)P(C1=CC=CC=C1)C1=CC=CC=C1 (Triphenylphosphine), C1CC(=O)N(C1=O)Br (NBS), OCC1=CC(=C(C(=O)OC)C=C1)C (methyl 4-(hydroxymethyl)-2-methylbenzoate). Reaction SMILES: O[CH2:2][C:3]1[CH:12]=[CH:11][C:6]([C:7]([O:9][CH3:10])=[O:8])=[C:5]([CH3:13])[CH:4]=1.C1(P(C2C=CC=CC=2)C2C=CC=CC=2)C=CC=CC=1.C1C(=O)N([Br:40])C(=O)C1>C(Cl)Cl>[Br:40][CH2:2][C:3]1[CH:12]=[CH:11][C:6]([C:7]([O:9][CH3:10])=[O:8])=[C:5]([CH3:13])[CH:4]=1. Product: BrCC1=CC(=C(C(=O)OC)C=C1)C (methyl 4-(bromomethyl)-2-methylbenzoate). Procedure: 410 mg of dimethyl 2-methylterephthalate was hydrolyzed via Procedure M and purified by ISCO Combi-Flash to afford 4-(methoxycarbonyl)-3-methylbenzoic acid. 255 mg of 4-(methoxycarbonyl)-3-methylbenzoic acid was cooled to 0° C. in 2 mL of THF before a solution of 2.6 mL of 1M BH3-THF complex in THF was added dropwise. The ice bath was subsequently removed and the reaction was stirred at room temperature until reaction stalled out at ˜50% complete by TLC. The reaction was re-cooled to 0° C. and a... Starting materials: NC1=CC2=C(N(C=N2)C2=CC=C(C=C2)N)C=C1 (5-amino-1-(4-aminophenyl)benzimidazole), N1C=CC2=CC=C(C=C12)C(=O)O (indole-6-carboxylic acid). Product: N1C=CC2=CC=C(C=C12)C(=O)NC1=CC2=C(N(C=N2)C2=CC=C(C=C2)NC(=O)C2=CC=C3C=CNC3=C2)C=C1 (N-(4-(5-(1H-Indole-6-carboxamido)-1H-benzimidazol-1-yl)phenyl)-1H-indole-6-carboxamide). Reaction SMILES: [NH2:1][C:2]1[CH:17]=[CH:16][C:5]2[N:6]([C:9]3[CH:14]=[CH:13][C:12]([NH2:15])=[CH:11][CH:10]=3)[CH:7]=[N:8][C:4]=2[CH:3]=1.[NH:18]1[C:26]2[C:21](=[CH:22][CH:23]=[C:24]([C:27]([OH:29])=O)[CH:25]=2)[CH:20]=[CH:19]1>>[NH:18]1[C:26]2[C:21](=[CH:22][CH:23]=[C:24]([C:27]([NH:1][C:2]3[CH:17]=[CH:16][C:5]4[N:6]([C:9]5[CH:10]=[CH:11][C:12]([NH:15][C:27]([C:24]6[CH:25]=[C:26]7[C:21]([CH:20]=[CH:19][NH:18]7)=[CH:22][CH:23]=6)=[O:29])=[CH:13][CH:14]=5)[CH:7]=[N:8][C:4]=4[CH:3]=3)=[O:29])[CH:25]=2)[CH:20]=[CH:19]1. Procedure: Compound 561 was prepared according to the procedure described in Scheme IV from 5-amino-1-(4-aminophenyl)benzimidazole and indole-6-carboxylic acid. [M+H]+ calcd for C31H22N6O2: 511.19; found: 511.01. The reactants are C(C)C1(CCC2=CC(=CC=C12)F)C1=CNC2=C(C=CC=C12)N (3-(1-ethyl-5-fluoro-indan-1-yl)-1H-indol-7-ylamine), CN(S(=O)(=O)Cl)C (dimethyl sulfamoyl chloride). Yields the product CN(S(=O)(=O)C=1C=CC=C2C(=CNC12)C1(CCC2=CC(=CC=C12)F)CC)C (7-Dimethylsulfamoyl-3-(1-ethyl-5-fluoro-indan-1-yl)-1H-indole). RXN SMILES: [CH2:1]([C:3]1([C:13]2[C:21]3[C:16](=[C:17](N)[CH:18]=[CH:19][CH:20]=3)[NH:15][CH:14]=2)[C:11]2[C:6](=[CH:7][C:8]([F:12])=[CH:9][CH:10]=2)[CH2:5][CH2:4]1)[CH3:2].[CH3:23][N:24]([CH3:29])[S:25](Cl)(=[O:27])=[O:26]>>[CH3:23][N:24]([CH3:29])[S:25]([C:17]1[CH:18]=[CH:19][CH:20]=[C:21]2[C:16]=1[NH:15][CH:14]=[C:13]2[C:3]1([CH2:1][CH3:2])[C:11]2[C:6](=[CH:7][C:8]([F:12])=[CH:9][CH:10]=2)[CH2:5][CH2:4]1)(=[O:27])=[O:26]. Reported procedure: Utilizing 3-(1-ethyl-5-fluoro-indan-1-yl)-1H-indol-7-ylamine and dimethyl sulfamoyl chloride, the title compound is prepared as in example 15. 0.16 g (29%). LC-MS m/z 402.1 (M++1).